describe an organic reaction: reactants, conditions, products, and yield From a dataset of the Open Reaction Database (ORD), a public repository of structured organic reaction records. Reactants: CNc1ccc(CN2CCN(C(=O)OC(C)(C)C)C(C)C2)c(C)c1, O=S(=O)(Cl)c1ccc(Cl)nc1, CC1CN(Cc2ccc(NS(=O)(=O)c3ccc(Cl)nc3)cc2)CCN1C(=O)OC(C)(C)C. Yields the product Cc1cc(N(C)S(=O)(=O)c2ccc(Cl)nc2)ccc1CN1CCN(C(=O)OC(C)(C)C)C(C)C1. Reaction SMILES: [CH3:1][CH:2]1[N:3]([C:18](=[O:19])[O:20][C:21]([CH3:22])([CH3:23])[CH3:24])[CH2:4][CH2:5][N:6]([CH2:8][c:9]2[c:10]([CH3:17])[cH:11][c:12]([NH:15][CH3:16])[cH:13][cH:14]2)[CH2:7]1.[Cl:25][c:26]1[n:27][cH:28][c:29]([S:32](=[O:33])(=[O:34])[Cl:35])[cH:30][cH:31]1.[Cl:36][c:37]1[n:38][cH:39][c:40]([S:41]([NH:42][c:43]2[cH:44][cH:45][c:46]([CH2:47][N:48]3[CH2:49][CH2:50][N:51]([C:52]([O:53][C:54]([CH3:55])([CH3:56])[CH3:57])=[O:58])[CH:59]([CH3:60])[CH2:61]3)[cH:62][cH:63]2)(=[O:64])=[O:65])[cH:66][cH:67]1>>[CH3:1][CH:2]1[N:3]([C:18](=[O:19])[O:20][C:21]([CH3:22])([CH3:23])[CH3:24])[CH2:4][CH2:5][N:6]([CH2:8][c:9]2[c:10]([CH3:17])[cH:11][c:12]([N:15]([CH3:16])[S:32]([c:29]3[cH:28][n:27][c:26]([Cl:25])[cH:31][cH:30]3)(=[O:33])=[O:34])[cH:13][cH:14]2)[CH2:7]1. Starting materials: CN(C=O)C (Dimethylformamide), ON1C(=NC2=NC=CC=C21)C(F)(F)F (1-hydroxy-2-(trifluoromethyl)-1H-imidazo[4,5-b]pyridine), S(=O)(Cl)Cl (thionyl chloride). Product: ClC=1C=C2C(=NC1)N=C(N2)C(F)(F)F (6-chloro-2-(trifluoromethyl)-1H-imidazo[4,5-b]pyridine). As a reaction SMILES: CN(C)C=O.O[N:7]1[C:15]2[C:10](=[N:11][CH:12]=[CH:13][CH:14]=2)[N:9]=[C:8]1[C:16]([F:19])([F:18])[F:17].S(Cl)([Cl:22])=O>>[Cl:22][C:13]1[CH:14]=[C:15]2[NH:7][C:8]([C:16]([F:19])([F:18])[F:17])=[N:9][C:10]2=[N:11][CH:12]=1. Procedure details: Dimethylformamide (2 milliliters) was added to 4 grams of 1-hydroxy-2-(trifluoromethyl)-1H-imidazo[4,5-b]pyridine in 10 milliliters of thionyl chloride. The resulting reaction mixture was heated on a steam bath overnight. Solvent was removed and the residue shaken with 50 milliliters of water and filtered. The residue was then taken up in sodium hydroxide solution, filtered and acidified to pH 3, shaken with three 150-milliliter portions of diethyl ether, and dried over magnesium sulfate. Solven... Reaction conditions: time 30 minute. As a reaction SMILES: [OH:1][CH2:2][C:3]1[CH:4]=[C:5]([S:9]([N:12]([CH2:21][O:22][CH2:23][CH2:24][Si:25]([CH3:28])([CH3:27])[CH3:26])[CH2:13][O:14][CH2:15][CH2:16][Si:17]([CH3:20])([CH3:19])[CH3:18])(=[O:11])=[O:10])[CH:6]=[CH:7][CH:8]=1.[H-].[Na+].CS(O[CH2:36][CH2:37][O:38][CH2:39][CH2:40][CH2:41][CH2:42][CH2:43][CH2:44][N:45]1[CH2:49][C@@H:48]([C:50]2[CH:61]=[CH:60][C:53]3[O:54][C:55]([CH3:59])([CH3:58])[O:56][CH2:57][C:52]=3[CH:51]=2)[O:47][C:46]1=[O:62])(=O)=O.P([O-])([O-])([O-])=O>CN(C=O)C>[CH3:58][C:55]1([CH3:59])[O:54][C:53]2[CH:60]=[CH:61][C:50]([C@H:48]3[O:47][C:46](=[O:62])[N:45]([CH2:44][CH2:43][CH2:42][CH2:41][CH2:40][CH2:39][O:38][CH2:37][CH2:36][O:1][CH2:2][C:3]4[CH:4]=[C:5]([S:9]([N:12]([CH2:21][O:22][CH2:23][CH2:24][Si:25]([CH3:28])([CH3:27])[CH3:26])[CH2:13][O:14][CH2:15][CH2:16][Si:17]([CH3:19])([CH3:20])[CH3:18])(=[O:11])=[O:10])[CH:6]=[CH:7][CH:8]=4)[CH2:49]3)=[CH:51][C:52]=2[CH2:57][O:56]1 |f:1.2|. Isolated yield 63.8%. Solvent: CN(C)C=O (DMF), CN(C)C=O (DMF). Starting materials: OCC=1C=C(C=CC1)S(=O)(=O)N(COCC[Si](C)(C)C)COCC[Si](C)(C)C (3-(hydroxymethyl)-N,N-bis{[2-(trimethylsilyl)ethoxy]methyl}benzenesulfonamide), [H-].[Na+] (sodium hydride), CS(=O)(=O)OCCOCCCCCCN1C(O[C@@H](C1)C1=CC2=C(OC(OC2)(C)C)C=C1)=O (2-({6-[(5R)-5-(2,2-dimethyl-4H-1,3-benzodioxin-6-yl)-2-oxo-1,3-oxazolidin-3-yl]hexyl}oxy)ethyl methanesulfonate), P(=O)([O-])([O-])[O-] (Phosphate). Product: CC1(OCC2=C(O1)C=CC(=C2)[C@@H]2CN(C(O2)=O)CCCCCCOCCOCC=2C=C(C=CC2)S(=O)(=O)N(COCC[Si](C)(C)C)COCC[Si](C)(C)C)C (3-{[2-({6-[(5R)-5-(2,2-Dimethyl-4H-1,3-benzodioxin-6-yl)-2-oxo-1,3-oxazolidin-3-yl]hexyl}oxy)ethoxy]methyl}-N,N-bis{[2-(trimethylsilyl)ethoxy]methyl}benzenesulfonamide). Procedure: A solution of 3-(hydroxymethyl)-N,N-bis{[2-(trimethylsilyl)ethoxy]methyl}benzenesulfonamide (512 mg) in DMF (4 ml) under nitrogen was treated with sodium hydride (1.295 g, 60% in oil) and the mixture was stirred at 20° for 30 min. A solution of 2-({6-[(5R)-5-(2,2-dimethyl-4H-1,3-benzodioxin-6-yl)-2-oxo-1,3-oxazolidin-3-yl]hexyl}oxy)ethyl methanesulfonate (359 mg) in DMF (1 ml) was added and the mixture was stirred at 20° for 18 h. Phosphate buffer solution (25 ml, pH6.5) was added and the mixtur... The reactants are C(C)(CC)N[C@H](C(=O)O)C(C)C ((S)-2-sec-butylamino-3-methyl-butyric acid), FC1=CC=C(C=C1)C(CCCN)C1=CC=C(C=C1)F (4,4-bis-(4-fluoro-phenyl)-butylamine), C(C)(C)N(C(C)C)CC (N,N-diisopropylethylamine), C[O-].C(C1=CC=CC=C1)[N+](C)(C)C (benzyltrimethylammonium methoxide), O-Benzotriazol-1-yl-N,N,N′,N′-bis(tetramethylene)uronium hexafluorophosphate. Run in CN(C)C=O (DMF), C(C)OCC (diethyl ether). Conditions: temperature 25 celsius, time 30 minute. Product: FC1=CC=C(C=C1)C(CCCNC([C@H](C(C)C)NC(C)CC)=O)C1=CC=C(C=C1)F ((S)-N-[4,4-Bis-(4-fluoro-phenyl)-butyl]-2-sec-butylamino-3-methyl-butyramide). The yield is 38.6%. RXN SMILES: [CH:1]([NH:5][C@@H:6]([CH:10]([CH3:12])[CH3:11])[C:7]([OH:9])=O)([CH2:3][CH3:4])[CH3:2].[F:13][C:14]1[CH:19]=[CH:18][C:17]([CH:20]([C:25]2[CH:30]=[CH:29][C:28]([F:31])=[CH:27][CH:26]=2)[CH2:21][CH2:22][CH2:23][NH2:24])=[CH:16][CH:15]=1.C(N(CC)C(C)C)(C)C.C[O-].C([N+](C)(C)C)C1C=CC=CC=1>CN(C=O)C.C(OCC)C>[F:13][C:14]1[CH:19]=[CH:18][C:17]([CH:20]([C:25]2[CH:26]=[CH:27][C:28]([F:31])=[CH:29][CH:30]=2)[CH2:21][CH2:22][CH2:23][NH:24][C:7](=[O:9])[C@@H:6]([NH:5][CH:1]([CH2:3][CH3:4])[CH3:2])[CH:10]([CH3:12])[CH3:11])=[CH:16][CH:15]=1 |f:3.4|. Procedure: A solution of 291 mg (1.68 mmol) (S)-2-sec-butylamino-3-methyl-butyric acid, 500 mg (1.68 mmol) 4,4-bis-(4-fluoro-phenyl)-butylamine, 0.29 mL (1.68 mmol) N,N-diisopropylethylamine, and 1.5 mL (3.36 mmol) benzyltrimethylammonium methoxide (40% solution in methanol) in 4 mL dry DMF was cooled to 3° C. and 637 mg (1.68 mmol) O-Benzotriazol-1-yl-N,N,N′,N′-bis(tetramethylene)uronium hexafluorophosphate was added and the resulting mixture stirred at 3° for 30 minutes, warmed to 25° C., and stirred an ...